describe an organic reaction: reactants, conditions, products, and yield From a dataset of the Open Reaction Database (ORD), a public repository of structured organic reaction records. The reactants are O=C(OC(Cl)(Cl)Cl)Cl (diphosgene), C(C=C)OC([C@@H](N)CC1=CC=CC=C1)=O (phenylalanine allyl ester), C (charcoal). Run in O1CCOCC1 (dioxane). Yields the product [N-]=C=O.C(C=C)OC([C@@H](N)CC1=CC=CC=C1)=O (phenylalanine allyl ester isocyanate). As a reaction SMILES: O=C(Cl)[O:3][C:4](Cl)(Cl)Cl.[CH2:9]([O:12][C:13](=[O:23])[C@H:14]([CH2:16][C:17]1[CH:22]=[CH:21][CH:20]=[CH:19][CH:18]=1)[NH2:15])[CH:10]=[CH2:11].C>O1CCOCC1>[N-:15]=[C:4]=[O:3].[CH2:9]([O:12][C:13](=[O:23])[C@H:14]([CH2:16][C:17]1[CH:18]=[CH:19][CH:20]=[CH:21][CH:22]=1)[NH2:15])[CH:10]=[CH2:11] |f:4.5|. Reported procedure: 0.35 mol diphosgene is added dropwise over 1 hour to a mixture of 0.28 mol of phenylalanine allyl ester, prepared as described by H. Waldmann and H. Kunz in Liebigs Ann. Chem., 1983, 1712-1725, and 0.4 g activated charcoal in 400 mL dioxane under N2. The reaction mixture is then heated and stirred at reflux for 21/2 hours. The reaction mixture is then cooled, filtered, and concentrated to dryness by rotary evaporator, keeping exposure to moisture to a minimum. The crude product is re-dissolved i... Starting materials: CCc1ccc(CC)s1, COC(Cl)Cl, [Cl-], [Cl-], [Cl-], [Cl-], ClCCl, Cl, O, [Ti+4]. Product: CCc1cc(C=O)c(CC)s1. RXN SMILES: [CH2:1]([CH3:2])[c:3]1[s:4][c:5]([CH2:8][CH3:9])[cH:6][cH:7]1.[CH3:10][O:11][CH:12]([Cl:13])[Cl:14].[Cl-:20].[Cl-:21].[Cl-:22].[Cl-:23].[Cl:17][CH2:18][Cl:19].[ClH:15].[OH2:16].[Ti+4:24]>>[CH2:1]([CH3:2])[c:3]1[s:4][c:5]([CH2:8][CH3:9])[cH:6][c:7]1[CH:10]=[O:11]. Reaction SMILES: [OH-].[Na+].[C:3]([O:7][C:8]([NH:10][C:11]1[CH:16]=[CH:15][C:14]([CH2:17][CH2:18][O:19]S(C2C=CC(C)=CC=2)(=O)=O)=[CH:13][CH:12]=1)=[O:9])([CH3:6])([CH3:5])[CH3:4].C([O:32][C:33](=[O:47])[C:34]([O:44][CH2:45][CH3:46])([CH3:43])[CH2:35][C:36]1[CH:41]=[CH:40][C:39](O)=[CH:38][CH:37]=1)C.O>CS(C)=O.O1CCCC1>[C:3]([O:7][C:8]([NH:10][C:11]1[CH:12]=[CH:13][C:14]([CH2:17][CH2:18][O:19][C:39]2[CH:38]=[CH:37][C:36]([CH2:35][C:34]([O:44][CH2:45][CH3:46])([CH3:43])[C:33]([OH:47])=[O:32])=[CH:41][CH:40]=2)=[CH:15][CH:16]=1)=[O:9])([CH3:4])([CH3:5])[CH3:6] |f:0.1|. The yield is 17.6%. Reactants: solution, C(C)(C)(C)OC(=O)NC1=CC=C(C=C1)CCOS(=O)(=O)C1=CC=C(C=C1)C (2-[4-(tert-butoxycarbonylamino)phenyl]ethyl-4-methylbenzenesulfonate), C(C)OC(C(CC1=CC=C(C=C1)O)(C)OCC)=O (2-ethoxy-3-(4-hydroxyphenyl)2-methyl propanoic acid ethyl ester), [OH-].[Na+] (Sodium hydroxide), [OH-].[Na+] (sodium hydroxide), O (water). The solvent is CS(=O)C (DMSO), O1CCCC1 (tetrahydrofuran). Yields the product C(C)(C)(C)OC(=O)NC1=CC=C(C=C1)CCOC1=CC=C(C=C1)CC(C(=O)O)(C)OCC (3-[4-{2-(4[-tert-butoxycarbonylamino]phenyl)ethoxy}phenyl]-2-ethoxy-2-methyl-propanoic acid). Reported procedure: Sodium hydroxide (0.105 g; 2.63 mmole) was pulverized and dissolved in DMSO (8 ml). To 4 ml of this solution 2-[4-(tert-butoxycarbonylamino)phenyl]ethyl-4-methylbenzenesulfonate (described in Example 40a) (0.515 g; 1.316 mmole) and 2-ethoxy-3-(4-hydroxyphenyl)2-methyl propanoic acid ethyl ester (0.331 g; 1.316 mmole) were added and the mixture was stirred at room temperature over night. The remaining volume (4 ml) of the sodium hydroxide solution and water (1 ml) were added. A precipitate was fo... Starting materials: C(C1=CC=C(C=C1)OC)(=O)[C@]([C@](C(=O)O)(O)C(C1=CC=C(C=C1)OC)=O)(O)C(=O)O ((S,S)-di-p-anisoyltartaric acid), O (water), O (water), ClC=1C=C(C=CC1Cl)C1(CNCC1)CCO (3-(3,4-dichlorophenyl)-3-(2-hydroxyethyl)pyrrolidine). Solvent: CO (methanol), CO (methanol). Run at time 1.5 hour. The product is C(C1=CC=C(C=C1)OC)(=O)[C@]([C@](C(=O)O)(O)C(C1=CC=C(C=C1)OC)=O)(O)C(=O)O.ClC=1C=C(C=CC1Cl)[C@]1(CNCC1)CCO ((R)-(+)-3-(3,4-dichlorophenyl)-3-(2-hydroxyethyl)pyrrolidine (S,S)-di-p-anisoyltartaric acid salt). As a reaction SMILES: [C:1]([C@@:11]([C:28]([OH:30])=[O:29])([OH:27])[C@@:12]([C:17](=[O:26])[C:18]1[CH:23]=[CH:22][C:21]([O:24][CH3:25])=[CH:20][CH:19]=1)([OH:16])[C:13]([OH:15])=[O:14])(=[O:10])[C:2]1[CH:7]=[CH:6][C:5]([O:8][CH3:9])=[CH:4][CH:3]=1.O.[Cl:32][C:33]1[CH:34]=[C:35]([C:40]2([CH2:45][CH2:46][OH:47])[CH2:44][CH2:43][NH:42][CH2:41]2)[CH:36]=[CH:37][C:38]=1[Cl:39]>CO>[C:17]([C@@:12]([C:13]([OH:15])=[O:14])([OH:16])[C@@:11]([C:1](=[O:10])[C:2]1[CH:7]=[CH:6][C:5]([O:8][CH3:9])=[CH:4][CH:3]=1)([OH:27])[C:28]([OH:30])=[O:29])(=[O:26])[C:18]1[CH:23]=[CH:22][C:21]([O:24][CH3:25])=[CH:20][CH:19]=1.[Cl:32][C:33]1[CH:34]=[C:35]([C@:40]2([CH2:45][CH2:46][OH:47])[CH2:44][CH2:43][NH:42][CH2:41]2)[CH:36]=[CH:37][C:38]=1[Cl:39] |f:4.5|. Procedure: Combine (S,S)-di-p-anisoyltartaric acid (14.77 g, 35 mmol), water (200 mL) and methanol (200 mL). Heat to reflux. Add dropwise, a solution of 3-(3,4-dichlorophenyl)-3-(2-hydroxyethyl)pyrrolidine (18.36 g, 70 mmol) in methanol (135 mL). After 1.5 hours, add water (135 mL) and slowly cool to ambient temperature to give a solid. Filter the solid that forms and rinse with water to give the title compound: mp; 201-202° C. (dec). Analysis by HPLC, as described in Example 5.1.1 indicates an enantiomeri...